This data is from the Open Reaction Database (ORD), a public repository of structured organic reaction records. The task is: describe an organic reaction: reactants, conditions, products, and yield Starting materials: solution, B(Br)(Br)Br (boron tribromide), ice, COC=1C(=C2CCC(C2=CC1)CC(=O)[O-])C ((5-methoxy-4-methyl-indan-1-yl)acetate), ClCCl (dichloromethane), ClCCl (dichloromethane). Conditions: time 1 hour. Product: OC=1C(=C2CC[C@@H](C2=CC1)CC(=O)OC)C (Methyl (R)-(5-hydroxy-4-methyl-indan-1-yl)acetate). Reaction SMILES: B(Br)(Br)Br.C[O:6][C:7]1[C:8]([CH3:20])=[C:9]2[C:13](=[CH:14][CH:15]=1)[CH:12]([CH2:16][C:17]([O-:19])=[O:18])[CH2:11][CH2:10]2.Cl[CH2:22]Cl>>[OH:6][C:7]1[C:8]([CH3:20])=[C:9]2[C:13](=[CH:14][CH:15]=1)[C@@H:12]([CH2:16][C:17]([O:19][CH3:22])=[O:18])[CH2:11][CH2:10]2. Reported procedure: A 1.0 M solution of boron tribromide in dichloromethane (16.2 mL, 16.2 mmol) was added to an ice-cold solution methyl (R or S)-(5-methoxy-4-methyl-indan-1-yl)acetate (1.52 g, 6.49 mmol, from Step F) in dichloromethane (5 mL). The cooling bath was removed and the reaction mixture stirred at ambient temperature. After 1 hr, the reaction mixture was slowly transferred to an ice-cold solution of methanol (50 mL). Methanol was removed in vacuo, and the residue was partitioned between EtOAc and sat. N... The reactants are CC1(C2C(C=3C(=CC=4C(=NON4)C3)O1)O2)C (7,8-dihydro-6,6-dimethyl-7,8-epoxy-6H-pyrano[2,3-f]benzo-2,1,3-oxadiazole), N.CCO (NH3 EtOH). Product: CC1(C(C(C=2C(=CC=3C(=NON3)C2)O1)N)O)C (7,8-dihydro-6,6-dimethyl-7-hydroxy-8-amino-6H-pyrano[2,3-f]benzo-2,1,3-oxadiazole). Yield: 87.0%. Reaction SMILES: [CH3:1][C:2]1([CH3:16])[O:14][C:6]2=[CH:7][C:8]3[C:9]([CH:13]=[C:5]2[CH:4]2[O:15][CH:3]12)=[N:10][O:11][N:12]=3.[NH3:17].CCO>>[CH3:1][C:2]1([CH3:16])[O:14][C:6]2=[CH:7][C:8]3[C:9]([CH:13]=[C:5]2[CH:4]([NH2:17])[CH:3]1[OH:15])=[N:10][O:11][N:12]=3 |f:1.2|. Reported procedure: 0.82 g (3.8 mmol) of 7,8-dihydro-6,6-dimethyl-7,8-epoxy-6H-pyrano[2,3-f]benzo-2,1,3-oxadiazole were dissolved in 25 ml of 16.7% NH3 -EtOH and reacted for at 60° C. for 48 hours in a pressure glass tube. The solvent was distilled off, and the residue was subjected to silica gel column chromatography (eluent: ethyl acetate-methanol=5:1) to obtain 0.77 g of the intended compound as a brown solid. (yield: 87%) A part of the product was recrystallized from ethanol to obtain pure colorless crystals of... The reactants are ClC1=C(C2=C(OCO2)C(=C1)I)NC1=NC=NC2=CC(=C(C=C12)OC)OCCCN1CCOCC1 (N-(5-chloro-7-iodo-1,3-benzodioxol-4-yl)-6-methoxy-7-(3-morpholin-4-ylpropoxy)quinazolin-4-amine), C(C)(C)NC(C)C (diisopropylamine), C(C)(=O)OCC (ethyl acetate). Reagents/catalysts: [Cu]I (copper (I) iodide), C1=CC=C(C=C1)P(C2=CC=CC=C2)C3=CC=CC=C3.C1=CC=C(C=C1)P(C2=CC=CC=C2)C3=CC=CC=C3.Cl[Pd]Cl (bis(triphenylphospine)palladium (II) chloride). Run at time 8 hour. Yields the product ClC=1C=C(C2=C(OCO2)C1NC1=NC=NC2=CC(=C(C=C12)OC)OCCCN1CCOCC1)C#CCO (3-(6-chloro-7-{[6-methoxy-7-(3-morpholin-4-ylpropoxy)quinazolin-4-yl]amino}-1,3-benzodioxol-4-yl)prop-2-yn-1-ol). Isolated yield 51.0%. Reaction SMILES: [Cl:1][C:2]1[CH:10]=[C:9](I)[C:5]2[O:6][CH2:7][O:8][C:4]=2[C:3]=1[NH:12][C:13]1[C:22]2[C:17](=[CH:18][C:19]([O:25][CH2:26][CH2:27][CH2:28][N:29]3[CH2:34][CH2:33][O:32][CH2:31][CH2:30]3)=[C:20]([O:23][CH3:24])[CH:21]=2)[N:16]=[CH:15][N:14]=1.[CH:35](NC(C)C)([CH3:37])[CH3:36].C(OCC)(=[O:44])C>[Cu]I.C1C=CC(P(C2C=CC=CC=2)C2C=CC=CC=2)=CC=1.C1C=CC(P(C2C=CC=CC=2)C2C=CC=CC=2)=CC=1.Cl[Pd]Cl>[Cl:1][C:2]1[CH:10]=[C:9]([C:36]#[C:35][CH2:37][OH:44])[C:5]2[O:6][CH2:7][O:8][C:4]=2[C:3]=1[NH:12][C:13]1[C:22]2[C:17](=[CH:18][C:19]([O:25][CH2:26][CH2:27][CH2:28][N:29]3[CH2:34][CH2:33][O:32][CH2:31][CH2:30]3)=[C:20]([O:23][CH3:24])[CH:21]=2)[N:16]=[CH:15][N:14]=1 |f:4.5.6|. Procedure details: A solution of N-(5-chloro-7-iodo-1,3-benzodioxol-4-yl)-6-methoxy-7-(3-morpholin-4-ylpropoxy)quinazolin-4-amine (0.35 g, 0.59 mmol) propargyl alcohol (0.075 ml, 1.3 mmol) and diisopropylamine (0.18 ml, 1.3 mmol) in ethyl acetate (10 ml) was cooled to −20 C under a nitrogen atmosphere. To this was added copper (I) iodide (0.034 g, 0.12 mmol) and bis(triphenylphospine)palladium (II) chloride (0.082 g, 0.17 mmol). The reaction was allowed to warm to ambient temperature and then stirred overnight. Th...